Dataset: the Open Reaction Database (ORD), a public repository of structured organic reaction records. Task: describe an organic reaction: reactants, conditions, products, and yield Starting materials: C(C)(=O)O (acetic acid), FC1=CC=C(C=C1)[C@H](C)NC1=NC(=CC(=N1)N1CCC(CC1)C(=O)O)NC1=NC=CN=C1 ((S)-1-{2-[1-(4-Fluorophenyl)ethylamino]-6-(pyrazin-2-ylamino)pyrimidin-4-yl}piperidine-4-carboxylic acid), N,N′-carbonyldiimidazole, CS(=O)(=O)N (methanesulfonamide), C1CCC2=NCCCN2CC1 (1,8-diazabicyclo[5,4,0]-7-undecene). Solvent: O1CCCC1 (tetrahydrofuran), O (water). Reaction conditions: temperature 70 celsius, time 1 hour. Product: FC1=CC=C(C=C1)[C@H](C)NC1=NC(=CC(=N1)N1CCC(CC1)C(=O)NS(=O)(=O)C)NC1=NC=CN=C1 ((S)-1-{2-[1-(4-Fluorophenyl)ethylamino]-6-(pyrazin-2-ylamino)pyrimidin-4-yl}-N-(methylsulfonyl)piperidine-4-carboxamide). The yield is 38.8%. Reaction SMILES: [F:1][C:2]1[CH:7]=[CH:6][C:5]([C@@H:8]([NH:10][C:11]2[N:16]=[C:15]([N:17]3[CH2:22][CH2:21][CH:20]([C:23](O)=[O:24])[CH2:19][CH2:18]3)[CH:14]=[C:13]([NH:26][C:27]3[CH:32]=[N:31][CH:30]=[CH:29][N:28]=3)[N:12]=2)[CH3:9])=[CH:4][CH:3]=1.[CH3:33][S:34]([NH2:37])(=[O:36])=[O:35].C1CCN2C(=NCCC2)CC1.C(O)(=O)C>O1CCCC1.O>[F:1][C:2]1[CH:7]=[CH:6][C:5]([C@@H:8]([NH:10][C:11]2[N:16]=[C:15]([N:17]3[CH2:18][CH2:19][CH:20]([C:23]([NH:37][S:34]([CH3:33])(=[O:36])=[O:35])=[O:24])[CH2:21][CH2:22]3)[CH:14]=[C:13]([NH:26][C:27]3[CH:32]=[N:31][CH:30]=[CH:29][N:28]=3)[N:12]=2)[CH3:9])=[CH:4][CH:3]=1. Reported procedure: Under argon atmosphere, 92 mg of (S)-1-{2-[1-(4-fluorophenyl)ethylamino]-6-(pyrazin-2-ylamino)pyrimidin-4-yl}piperidine-4-carboxylic acid (Example 85) was dissolved in 2 ml of tetrahydrofuran, and 41 mg of N,N′-carbonyldiimidazole was added thereto, and the mixture was stirred at 70° C. for 1 hour. The reaction solution was air-cooled to room temperature, and 80 mg of methanesulfonamide and 63 μl of 1,8-diazabicyclo[5,4,0]-7-undecene were added thereto, and the mixture was stirred at room temper... RXN SMILES: [BH3:25].[C:1]([CH3:2])(=[O:3])[NH:4][c:5]1[cH:6][cH:7][c:8]([CH2:11][CH2:12][CH:13]=[O:14])[cH:9][cH:10]1.[CH3:27][OH:28].[ClH:15].[ClH:26].[O:16]([CH3:17])[NH2:18].[cH:29]1[cH:30][cH:31][n:32][cH:33][cH:34]1.[n:19]1[cH:20][cH:21][cH:22][cH:23][cH:24]1>>[C:1]([CH3:2])(=[O:3])[NH:4][c:5]1[cH:6][cH:7][c:8]([CH2:11][CH2:12][CH2:13][NH:18][O:16][CH3:17])[cH:9][cH:10]1. The reactants are B, CC(=O)Nc1ccc(CCC=O)cc1, CO, Cl, Cl, CON, c1ccncc1, c1ccncc1. Yields the product CONCCCc1ccc(NC(C)=O)cc1. Starting materials: CC1(C)C2CCC1(CS(=O)(=O)O)C(=O)C2, CC#N, CC=O, CCc1cc(Cl)cc(S(N)(=O)=O)c1N. The product is CCc1cc(Cl)cc2c1NC(C)NS2(=O)=O. Reaction SMILES: [C:18]12([CH2:19][S:20]([OH:21])(=[O:22])=[O:23])[C:24]([CH3:25])([CH3:26])[CH:27]([CH2:28][CH2:29]1)[CH2:30][C:31]2=[O:32].[CH3:33][C:34]#[N:35].[CH:15]([CH3:16])=[O:17].[Cl:1][c:2]1[cH:3][c:4]([CH2:13][CH3:14])[c:5]([NH2:12])[c:6]([S:8](=[O:9])(=[O:10])[NH2:11])[cH:7]1>>[Cl:1][c:2]1[cH:3][c:4]([CH2:13][CH3:14])[c:5]2[c:6]([cH:7]1)[S:8](=[O:9])(=[O:10])[NH:11][CH:15]([CH3:16])[NH:12]2. The reactants are COC1=CC2=C(C(C(N(CC2)CCCCl)=O)=O)C=C1OC (3-(7,8-dimethoxy-1,3,4,5-tetrahydro-2H-3-benzazepin-1,2-dion-3-yl)-1-chloropropane), COC=1C=C(C=CC1OC)OCCCNC (N-[3-(3,4-dimethoxyphenyloxy)-propyl]-methylamine). The solvent is C(C)N(CC)CC (triethylamine). Product: COC1=CC2=C(C(C(N(CC2)CCCN(CCCOC2=CC(=C(C=C2)OC)OC)C)=O)=O)C=C1OC (N-[3-(7,8-Dimethoxy-1,3,4,5-tetrahydro-2H-3-benzazepin-1,2-dion-3-yl)-propyl]-N-[3-(3,4-dimethoxyphenyloxy)-propyl]-methylamine). RXN SMILES: [CH3:1][O:2][C:3]1[C:19]([O:20][CH3:21])=[CH:18][C:6]2[C:7](=[O:17])[C:8](=[O:16])[N:9]([CH2:12][CH2:13][CH2:14]Cl)[CH2:10][CH2:11][C:5]=2[CH:4]=1.[CH3:22][O:23][C:24]1[CH:25]=[C:26]([O:32][CH2:33][CH2:34][CH2:35][NH:36][CH3:37])[CH:27]=[CH:28][C:29]=1[O:30][CH3:31]>C(N(CC)CC)C>[CH3:1][O:2][C:3]1[C:19]([O:20][CH3:21])=[CH:18][C:6]2[C:7](=[O:17])[C:8](=[O:16])[N:9]([CH2:12][CH2:13][CH2:14][N:36]([CH3:37])[CH2:35][CH2:34][CH2:33][O:32][C:26]3[CH:27]=[CH:28][C:29]([O:30][CH3:31])=[C:24]([O:23][CH3:22])[CH:25]=3)[CH2:10][CH2:11][C:5]=2[CH:4]=1. Procedure details: The title compound is prepared from 3-(7,8-dimethoxy-1,3,4,5-tetrahydro-2H-3-benzazepin-1,2-dion-3-yl)-1-chloropropane, N-[3-(3,4-dimethoxyphenyloxy)-propyl]-methylamine and triethylamine analogously to Example 6. Starting materials: CC(C)C(NC(=O)OCc1ccccc1)C(=O)OCC(OC(=O)C(NC(=O)OCc1ccccc1)C(C)C)C(=O)O, CN(C)c1ccncc1, C(=NC1CCCCC1)=NC1CCCCC1, Nc1nc2c(ncn2C2CC(F)C(CO)O2)c(=O)[nH]1, CN(C)C=O, On1nnc2ccccc21. Yields the product CC(C)C(NC(=O)OCc1ccccc1)C(=O)OCC(OC(=O)C(NC(=O)OCc1ccccc1)C(C)C)C(=O)OCC1OC(n2cnc3c(=O)[nH]c(N)nc32)CC1F. Reaction SMILES: [C:20](=[O:21])([O:22][CH2:23][c:24]1[cH:25][cH:26][cH:27][cH:28][cH:29]1)[NH:30][CH:31]([CH:32]([CH3:33])[CH3:34])[C:35](=[O:36])[O:37][CH:38]([C:39](=[O:40])[OH:41])[CH2:42][O:43][C:44]([CH:45]([NH:46][C:47](=[O:48])[O:49][CH2:50][c:51]1[cH:52][cH:53][cH:54][cH:55][cH:56]1)[CH:57]([CH3:58])[CH3:59])=[O:60].[CH3:86][N:87]([c:88]1[cH:89][cH:90][n:91][cH:92][cH:93]1)[CH3:94].[CH:71]1([N:72]=[C:73]=[N:74][CH:75]2[CH2:76][CH2:77][CH2:78][CH2:79][CH2:80]2)[CH2:81][CH2:82][CH2:83][CH2:84][CH2:85]1.[F:1][CH:2]1[CH2:3][CH:4]([n:9]2[cH:10][n:11][c:12]3[c:13](=[O:14])[nH:15][c:16]([NH2:17])[n:18][c:19]23)[O:5][CH:6]1[CH2:7][OH:8].[O:95]=[CH:96][N:97]([CH3:98])[CH3:99].[OH:61][n:62]1[c:63]2[c:64]([cH:65][cH:66][cH:67][cH:68]2)[n:69][n:70]1>>[F:1][CH:2]1[CH2:3][CH:4]([n:9]2[cH:10][n:11][c:12]3[c:13](=[O:14])[nH:15][c:16]([NH2:17])[n:18][c:19]23)[O:5][CH:6]1[CH2:7][O:8][C:39]([CH:38]([O:37][C:35]([CH:31]([NH:30][C:20](=[O:21])[O:22][CH2:23][c:24]1[cH:25][cH:26][cH:27][cH:28][cH:29]1)[CH:32]([CH3:33])[CH3:34])=[O:36])[CH2:42][O:43][C:44]([CH:45]([NH:46][C:47](=[O:48])[O:49][CH2:50][c:51]1[cH:52][cH:53][cH:54][cH:55][cH:56]1)[CH:57]([CH3:58])[CH3:59])=[O:60])=[O:40]. Starting materials: C(C(O)C)(=O)O (lactic acid), C1(CCCO1)=O (γ-butyrolactone), [Si]([O-])([O-])([O-])[O-].[Al+3].[Si]([O-])([O-])([O-])[O-].[Si]([O-])([O-])([O-])[O-].[Al+3].[Al+3].[Al+3] (aluminum silicate). Reaction conditions: temperature 150 celsius, time 3 hour. Product: C(C(O)C)(=O)O.C1(CCCO1)=O (lactic acid butyrolactone). RXN SMILES: [C:1]([OH:6])(=[O:5])[CH:2]([CH3:4])[OH:3].[C:7]1(=[O:12])[O:11][CH2:10][CH2:9][CH2:8]1.[Si]([O-])([O-])([O-])[O-].[Al+3].[Si]([O-])([O-])([O-])[O-].[Si]([O-])([O-])([O-])[O-].[Al+3].[Al+3].[Al+3]>>[C:1]([OH:6])(=[O:5])[CH:2]([CH3:4])[OH:3].[C:7]1(=[O:12])[O:11][CH2:10][CH2:9][CH2:8]1 |f:2.3.4.5.6.7.8,9.10|. Procedure: The lactide obtained in Example 2 (10 g) and γ-butyrolactone (10 g) were put into a 100-ml reaction vessel equipped with a stirrer and a nitrogen-introducing tube. After substitution of nitrogen gas was carried out three times, the mixture was molten by stirring at 150° C. for 3 hours in a stream of nitrogen. To the resulting mixture was added 0.4 g of synthetic light aluminum silicate (Tomita Pharmaceutical Co., Ltd.), and the temperature was raised to 195°±5° C. The pressure was reduced gradua... Yields the product O=C1CCC(N2Cc3c(OCc4ccc(CN5CCOCC5)c(F)c4)cccc3C2=O)C(=O)N1. As a reaction SMILES: [CH2:43]1[O:44][CH2:45][CH2:46][CH2:47]1.[CH3:1][C:2]([CH3:3])([O-:4])[CH3:5].[CH3:7][O:8][C:9]([CH2:10][CH2:11][CH:12]([N:13]1[C:14](=[O:38])[c:15]2[cH:16][cH:17][cH:18][c:19]([O:22][CH2:23][c:24]3[cH:25][c:26]([F:37])[c:27]([CH2:30][N:31]4[CH2:32][CH2:33][O:34][CH2:35][CH2:36]4)[cH:28][cH:29]3)[c:20]2[CH2:21]1)[C:39]([NH2:40])=[O:41])=[O:42].[K+:6]>>[O:8]=[C:9]1[CH2:10][CH2:11][CH:12]([N:13]2[C:14](=[O:38])[c:15]3[cH:16][cH:17][cH:18][c:19]([O:22][CH2:23][c:24]4[cH:25][c:26]([F:37])[c:27]([CH2:30][N:31]5[CH2:32][CH2:33][O:34][CH2:35][CH2:36]5)[cH:28][cH:29]4)[c:20]3[CH2:21]2)[C:39](=[O:41])[NH:40]1. Starting materials: C1CCOC1, CC(C)(C)[O-], COC(=O)CCC(C(N)=O)N1Cc2c(OCc3ccc(CN4CCOCC4)c(F)c3)cccc2C1=O, [K+]. Reactants: CCOC1CCCCC1N, CN1CCN(c2cc(-c3ccc4c(c3)CNCC4)nc(N)n2)CC1, O=C(Cl)Cl, Cl, Cl. Yields the product CCOC1CCCCC1NC(=O)N1CCc2ccc(-c3cc(N4CCN(C)CC4)nc(N)n3)cc2C1. Reaction SMILES: [CH2:1]([CH3:2])[O:3][CH:4]1[CH:5]([NH2:10])[CH2:6][CH2:7][CH2:8][CH2:9]1.[CH3:16][N:17]1[CH2:18][CH2:19][N:20]([c:23]2[n:24][c:25]([NH2:39])[n:26][c:27](-[c:29]3[cH:30][cH:31][c:32]4[c:37]([cH:38]3)[CH2:36][NH:35][CH2:34][CH2:33]4)[cH:28]2)[CH2:21][CH2:22]1.[Cl:12][C:13]([Cl:14])=[O:15].[ClH:11].[ClH:40]>>[CH2:1]([CH3:2])[O:3][CH:4]1[CH:5]([NH:10][C:13](=[O:15])[N:35]2[CH2:34][CH2:33][c:32]3[cH:31][cH:30][c:29](-[c:27]4[n:26][c:25]([NH2:39])[n:24][c:23]([N:20]5[CH2:19][CH2:18][N:17]([CH3:16])[CH2:22][CH2:21]5)[cH:28]4)[cH:38][c:37]3[CH2:36]2)[CH2:6][CH2:7][CH2:8][CH2:9]1. The yield is 39.5%. Reported procedure: 1.75 g of [[2-(cyclohexylmethyloxy)phenyl]methyl]triphenylphosphonium chloride was dissolved in 10 ml of dimethyl sulfoxide, 144 mg of 60% sodium hydride was added thereto, and the mixture was stirred at 70° C. After leaving to cool to room temperature, a solution of 800 mg of 1-(benzyloxycarbonyl)-4-piperidinecarboxaldehyde dissolved in 3 ml of tetrahydrofuran was added dropwise thereinto and the mixture was stirred at room temperature for one hour. Water was added to the reaction solution, and... Reactants: C(C1=CC=CC=C1)OC(=O)N1CCC(CC1)C=O (1-(benzyloxycarbonyl)-4-piperidinecarboxaldehyde), O (Water), [Cl-].C1(CCCCC1)COC1=C(C=CC=C1)C[P+](C1=CC=CC=C1)(C1=CC=CC=C1)C1=CC=CC=C1 ([[2-(cyclohexylmethyloxy)phenyl]methyl]triphenylphosphonium chloride), [H-].[Na+] (sodium hydride). Run at temperature 70 celsius. Yields the product C(C1=CC=CC=C1)OC(=O)N1CCC(CC1)\C=C\C1=C(C=CC=C1)OCC1CCCCC1 (1-(Benzyloxycarbonyl)-4-[(E)-2-[2-(cyclohexylmethyloxy)phenyl]-1-ethenyl]piperidine). The solvent is O1CCCC1 (tetrahydrofuran), CS(=O)C (dimethyl sulfoxide). As a reaction SMILES: [Cl-].[CH:2]1([CH2:8][O:9][C:10]2[CH:15]=[CH:14][CH:13]=[CH:12][C:11]=2[CH2:16][P+](C2C=CC=CC=2)(C2C=CC=CC=2)C2C=CC=CC=2)[CH2:7][CH2:6][CH2:5][CH2:4][CH2:3]1.[H-].[Na+].[CH2:38]([O:45][C:46]([N:48]1[CH2:53][CH2:52][CH:51]([CH:54]=O)[CH2:50][CH2:49]1)=[O:47])[C:39]1[CH:44]=[CH:43][CH:42]=[CH:41][CH:40]=1.O>CS(C)=O.O1CCCC1>[CH2:38]([O:45][C:46]([N:48]1[CH2:53][CH2:52][CH:51](/[CH:54]=[CH:16]/[C:11]2[CH:12]=[CH:13][CH:14]=[CH:15][C:10]=2[O:9][CH2:8][CH:2]2[CH2:3][CH2:4][CH2:5][CH2:6][CH2:7]2)[CH2:50][CH2:49]1)=[O:47])[C:39]1[CH:40]=[CH:41][CH:42]=[CH:43][CH:44]=1 |f:0.1,2.3|.